From a dataset of the Open Reaction Database (ORD), a public repository of structured organic reaction records. describe an organic reaction: reactants, conditions, products, and yield Starting materials: C(C1=CC=CC=C1)N1CCC2(CO2)CC1 (6-benzyl-1-oxa-6-azaspiro[2.5]octane), BrC1=C(C=CC(=C1)C)F (2-bromo-1-fluoro-4-methylbenzene), [Li]CCCC (n-BuLi), B(F)(F)F.CCOCC (BF3.Et2O). The solvent is C1CCOC1 (THF), C1CCOC1 (THF). Reaction conditions: temperature -70 celsius, time 1 hour. The product is C(C1=CC=CC=C1)N1CCC(CC1)(O)CC1=C(C=CC(=C1)C)F (1-benzyl-4-(2-fluoro-5-methylbenzyl)piperidin-4-ol). Reaction SMILES: Br[C:2]1[CH:7]=[C:6]([CH3:8])[CH:5]=[CH:4][C:3]=1[F:9].[Li]CCCC.B(F)(F)F.CCOCC.[CH2:24]([N:31]1[CH2:38][CH2:37][C:34]2([O:36][CH2:35]2)[CH2:33][CH2:32]1)[C:25]1[CH:30]=[CH:29][CH:28]=[CH:27][CH:26]=1>C1COCC1>[CH2:24]([N:31]1[CH2:38][CH2:37][C:34]([CH2:35][C:2]2[CH:7]=[C:6]([CH3:8])[CH:5]=[CH:4][C:3]=2[F:9])([OH:36])[CH2:33][CH2:32]1)[C:25]1[CH:26]=[CH:27][CH:28]=[CH:29][CH:30]=1 |f:2.3|. Procedure details: To a solution of 2-bromo-1-fluoro-4-methylbenzene (0.76 g, 4 mmol) in THF (15 ml) at −70° C. under Ar a solution of n-BuLi (1.6 M in hexane, 2.5 ml, 4 mmol) was added dropwise. The reaction mixture was stirrred at −70° C. for 1 h, then BF3.Et2O (0.5 ml, 4 mmol) was added. After stirring for 20 min at −70° C., a solution of 6-benzyl-1-oxa-6-azaspiro[2.5]octane (0.41 g, 2 mmol) in dry THF (5 ml) was added dropwise. The stirring was continued for 2 h at −70° C., then the reaction mixture was quench... Starting materials: NC1=CC=C2C(=N1)C(=CN2)C2CCN(CC2)C (5-amino-3-(1-methylpiperidin-4-yl)pyrrolo[3,2-b]pyridine), ClC1=CC=C(C=N1)C(=O)Cl (6-chloro-3-pyridinecarbonyl chloride). Yields the product ClC1=CC=C(C=N1)C(=O)NC1=CC=C2C(=N1)C(=CN2)C2CCN(CC2)C (5-(N-[6-chloro-3-pyridinecarbonyl]amino)-3-(1-methylpiperidin-4-yl)pyrrolo[3,2-b]pyridine). RXN SMILES: [NH2:1][C:2]1[N:7]=[C:6]2[C:8]([CH:11]3[CH2:16][CH2:15][N:14]([CH3:17])[CH2:13][CH2:12]3)=[CH:9][NH:10][C:5]2=[CH:4][CH:3]=1.[Cl:18][C:19]1[N:24]=[CH:23][C:22]([C:25](Cl)=[O:26])=[CH:21][CH:20]=1>>[Cl:18][C:19]1[N:24]=[CH:23][C:22]([C:25]([NH:1][C:2]2[N:7]=[C:6]3[C:8]([CH:11]4[CH2:16][CH2:15][N:14]([CH3:17])[CH2:13][CH2:12]4)=[CH:9][NH:10][C:5]3=[CH:4][CH:3]=2)=[O:26])=[CH:21][CH:20]=1. Procedure details: Beginning with 0.010 gm (0.044 mMol) 5-amino-3-(1-methylpiperidin-4-yl)pyrrolo[3,2-b]pyridine and 0.054 mMol 6-chloro-3-pyridinecarbonyl chloride, the title compound was prepared essentially by the procedure described in Example 7. Reactants: [N+](=O)([O-])C=1C=CC(=NC1)C1=CC=CC=C1 (5-nitro-2-phenyl-pyridine), [Cl-].[NH4+] (ammonium chloride), CO (Methanol). Reagents/catalysts: [Zn] (Zinc). Run in O (water), C1CCOC1 (THF). Run at time 1 hour. The product is C1(=CC=CC=C1)C1=CC=C(C=N1)N (6-phenyl-pyridin-3-ylamine). Isolated yield 82.3%. RXN SMILES: [N+:1]([C:4]1[CH:5]=[CH:6][C:7]([C:10]2[CH:15]=[CH:14][CH:13]=[CH:12][CH:11]=2)=[N:8][CH:9]=1)([O-])=O.[Cl-].[NH4+].CO>C1COCC1.O.[Zn]>[C:10]1([C:7]2[N:8]=[CH:9][C:4]([NH2:1])=[CH:5][CH:6]=2)[CH:11]=[CH:12][CH:13]=[CH:14][CH:15]=1 |f:1.2|. Procedure: A mixture of toluene (15 mL) and water (5 mL) was degassed with argon for 5 minutes. Sodium carbonate (0.802 g, 0.00454 mole) was then added and the mixture was degassed with argon for 5 minutes. Phenylboronic acid (0.587 g, 0.00454 mole) and 2-chloro-5-nitro-pyridine (0.6 g, 0.0037 8 mole) were then added and the resulting mixture was degassed with argon for 5 minutes. Tetrakis(triphenylphosphine)palladium(0) (0.878 g, 0.00076 mole) was added and the mixture was degassed with argon for 5 minute... Reactants: C(C)(=O)OC1=C(C=CC=C1)C1SC[C@H](N1)C(=O)O ((4R)-2-(2-acetoxyphenyl)-4-thiazolidinecarboxylic acid), C([O-])([O-])=O.[K+].[K+] (potassium carbonate), C(C)(=O)SCCC(=O)Cl (S-acetyl-3-mercaptopropanoyl chloride). Run in O (water). Product: C(C)(=O)OC1=C(C=CC=C1)C1SC[C@H](N1C(CCSC(C)=O)=O)C(=O)O ((4R)-2-(2-Acetoxyphenyl)-3-(S-acetyl-3-mercaptopropanoyl)-4-thiazolidinecarboxylic acid). As a reaction SMILES: [C:1]([O:4][C:5]1[CH:10]=[CH:9][CH:8]=[CH:7][C:6]=1[CH:11]1[NH:15][C@H:14]([C:16]([OH:18])=[O:17])[CH2:13][S:12]1)(=[O:3])[CH3:2].C(=O)([O-])[O-].[K+].[K+].[C:25]([S:28][CH2:29][CH2:30][C:31](Cl)=[O:32])(=[O:27])[CH3:26]>O>[C:1]([O:4][C:5]1[CH:10]=[CH:9][CH:8]=[CH:7][C:6]=1[CH:11]1[N:15]([C:31](=[O:32])[CH2:30][CH2:29][S:28][C:25](=[O:27])[CH3:26])[C@H:14]([C:16]([OH:18])=[O:17])[CH2:13][S:12]1)(=[O:3])[CH3:2] |f:1.2.3|. Reported procedure: 2.7 g of (4R)-2-(2-acetoxyphenyl)-4-thiazolidinecarboxylic acid and 2.8 g of potassium carbonate are dissolved in 60 ml of water. To this solution, 1.8 g of S-acetyl-3-mercaptopropanoyl chloride is added dropwise with stirring under ice-cooling. After the addition, the mixture is stirred under ice-cooling for 1 hour and at room temperature for additional 1 hour. The reaction solution is washed with ethyl acetate, and acidified with conc. hydrochloric acid to give crystals. The crystals (the titl... Reactants: CO, CC(C)(C)OC(=O)NC1(c2ccc(-n3c(-c4cccnc4N)nc4ccc(-c5cccc(N6CCOC(COCc7ccccc7)C6)c5)nc43)cc2)CCC1. Product: CC(C)(C)OC(=O)NC1(c2ccc(-n3c(-c4cccnc4N)nc4ccc(-c5cccc(N6CCOC(CO)C6)c5)nc43)cc2)CCC1. As a reaction SMILES: [CH3:56][OH:57].[NH2:1][c:2]1[n:3][cH:4][cH:5][cH:6][c:7]1-[c:8]1[n:9][c:10]2[c:11]([n:12][c:13](-[c:16]3[cH:17][c:18]([N:22]4[CH2:23][CH:24]([CH2:28][O:29][CH2:30][c:31]5[cH:32][cH:33][cH:34][cH:35][cH:36]5)[O:25][CH2:26][CH2:27]4)[cH:19][cH:20][cH:21]3)[cH:14][cH:15]2)[n:37]1-[c:38]1[cH:39][cH:40][c:41]([C:44]2([NH:48][C:49]([O:50][C:51]([CH3:52])([CH3:53])[CH3:54])=[O:55])[CH2:45][CH2:46][CH2:47]2)[cH:42][cH:43]1>>[NH2:1][c:2]1[n:3][cH:4][cH:5][cH:6][c:7]1-[c:8]1[n:9][c:10]2[c:11]([n:12][c:13](-[c:16]3[cH:17][c:18]([N:22]4[CH2:23][CH:24]([CH2:28][OH:29])[O:25][CH2:26][CH2:27]4)[cH:19][cH:20][cH:21]3)[cH:14][cH:15]2)[n:37]1-[c:38]1[cH:39][cH:40][c:41]([C:44]2([NH:48][C:49]([O:50][C:51]([CH3:52])([CH3:53])[CH3:54])=[O:55])[CH2:45][CH2:46][CH2:47]2)[cH:42][cH:43]1. The reactants are CC=1NC=CN1 (2-methylimidazole), ClC=1N=C(C2=C(N1)SC(=C2C)C)NCC2=CC(=CC=C2)[N+](=O)[O-] (2-chloro-5,6-dimethyl-4-(3-nitrobenzylamino)-thieno-[2,3-d]-pyrimidine). Reported procedure: Following the procedure of Example 97, the reaction of 2-methylimidazole with 2-chloro-5,6-dimethyl-4-(3-nitrobenzylamino)-thieno-[2,3-d]-pyrimidine gives 2-(2-methylimidazol-1-yl)-5,6-dimethyl-4-(3-nitrobenzylamino)-thieno-[2,3-d]-pyrimidine. Product: CC=1N(C=CN1)C=1N=C(C2=C(N1)SC(=C2C)C)NCC2=CC(=CC=C2)[N+](=O)[O-] (2-(2-methylimidazol-1-yl)-5,6-dimethyl-4-(3-nitrobenzylamino)-thieno-[2,3-d]-pyrimidine). As a reaction SMILES: [CH3:1][C:2]1[NH:3][CH:4]=[CH:5][N:6]=1.Cl[C:8]1[N:9]=[C:10]([NH:19][CH2:20][C:21]2[CH:26]=[CH:25][CH:24]=[C:23]([N+:27]([O-:29])=[O:28])[CH:22]=2)[C:11]2[C:16]([CH3:17])=[C:15]([CH3:18])[S:14][C:12]=2[N:13]=1>>[CH3:1][C:2]1[N:3]([C:8]2[N:9]=[C:10]([NH:19][CH2:20][C:21]3[CH:26]=[CH:25][CH:24]=[C:23]([N+:27]([O-:29])=[O:28])[CH:22]=3)[C:11]3[C:16]([CH3:17])=[C:15]([CH3:18])[S:14][C:12]=3[N:13]=2)[CH:4]=[CH:5][N:6]=1. The reactants are O1CCC(CC1)OS(=O)(=O)C (methanesulfonic acid tetrahydropyran-4-yl ester), C(=O)([O-])[O-].[K+].[K+] (K2CO3), ClC1=CC=C(C(C=O)=C1)O (5-chlorosalicylaldehyde). Solvent: CN(C=O)C (N,N-dimethylformamide). Yields the product ClC=1C=CC(=C(C=O)C1)OC1CCOCC1 (5-chloro-2-(tetrahydro-pyran-4-yloxy)-benzaldehyde). The yield is 21.3%. Reaction SMILES: [Cl:1][C:2]1[CH:9]=[C:6]([CH:7]=[O:8])[C:5]([OH:10])=[CH:4][CH:3]=1.[O:11]1[CH2:16][CH2:15][CH:14](OS(C)(=O)=O)[CH2:13][CH2:12]1.C([O-])([O-])=O.[K+].[K+]>CN(C)C=O>[Cl:1][C:2]1[CH:3]=[CH:4][C:5]([O:10][CH:14]2[CH2:15][CH2:16][O:11][CH2:12][CH2:13]2)=[C:6]([CH:9]=1)[CH:7]=[O:8] |f:2.3.4|. Reported procedure: In a manner similar to the method described in example 4a, 5-chlorosalicylaldehyde (6 g, 39 mmol) (Aldrich) was reacted with methanesulfonic acid tetrahydropyran-4-yl ester (10 g, 46 mmol) prepared in Example 32a and K2CO3 in N,N-dimethylformamide to give 5-chloro-2-(tetrahydro-pyran-4-yloxy)-benzaldehyde as a yellow solid (Yield 2 g, 64%). Starting materials: C1=CC=C(C=2C3=CC=CC=C3NC12)OCC(CN1CCNCC1)O (1-(9H-carbazol-4-yloxy)-3-piperazin-1-ylpropan-2-ol), [N+](=O)([O-])C1=CC=C(O1)C(=O)O (5-Nitrofuroic acid), CCN(C(C)C)C(C)C (DIPEA), CCN=C=NCCCN(C)C (EDCI), C=1C=CC2=C(C1)N=NN2O (HOBt). Solvent: CN(C)C=O (DMF), C(Cl)Cl (DCM). Conditions: time 12 hour. Product: C1=CC=C(C=2C3=CC=CC=C3NC12)OCC(CN1CCN(CC1)C(=O)C=1OC(=CC1)[N+](=O)[O-])O (1-(9H-carbazol-4-yloxy)-3-{4-(5-nitro-2-furoyl)piperazin-1-yl}propan-2-ol). The yield is 51.0%. RXN SMILES: [N+:1]([C:4]1[O:8][C:7]([C:9]([OH:11])=O)=[CH:6][CH:5]=1)([O-:3])=[O:2].CCN(C(C)C)C(C)C.CCN=C=NCCCN(C)C.C1C=CC2N(O)N=NC=2C=1.[CH:42]1[C:54]2[NH:53][C:52]3[C:47](=[CH:48][CH:49]=[CH:50][CH:51]=3)[C:46]=2[C:45]([O:55][CH2:56][CH:57]([OH:65])[CH2:58][N:59]2[CH2:64][CH2:63][NH:62][CH2:61][CH2:60]2)=[CH:44][CH:43]=1>CN(C=O)C.C(Cl)Cl>[CH:42]1[C:54]2[NH:53][C:52]3[C:47](=[CH:48][CH:49]=[CH:50][CH:51]=3)[C:46]=2[C:45]([O:55][CH2:56][CH:57]([OH:65])[CH2:58][N:59]2[CH2:64][CH2:63][N:62]([C:9]([C:7]3[O:8][C:4]([N+:1]([O-:3])=[O:2])=[CH:5][CH:6]=3)=[O:11])[CH2:61][CH2:60]2)=[CH:44][CH:43]=1. Reported procedure: To a solution of 5-Nitrofuroic acid (1.56 g, 9.9 mmol) in DMF (30 mL) was added DIPEA (4.3 mL, 24.8 mmol), EDCI (3.18 g, 16.5 mmol), HOBt (0.44 g, 3.3 mmol) followed by the 1-(9H-carbazol-4-yloxy)-3-piperazin-1-ylpropan-2-ol (2.7 g, 8.3 mmol, prepared following the procedure described above in step 11, example 26). The reaction mixture was stirred at room temperature for 12 hours and was diluted with DCM (100 mL), washed with water and brine solution. The organic layer was dried on anhydrous Na2... Starting materials: CN1CCCCC1 (1-methylpiperidine), BrCCCCBr (1,4-dibromobutane). The product is [Br-].BrCCCC[N+]1(CCCCC1)C (1-(4-bromobutyl)-1-methylpiperidin-1-ium bromide). Reported procedure: A solution of 1-methylpiperidine (˜24.80 g) in anhydrous dimethylformamide (˜500 mL) was added slowly to a solution of 1,4-dibromobutane (˜269.9 g) in anhydrous dimethylformamide (˜250 mL) over the course of about 24 hours under a nitrogen atmosphere with rapid stirring. Stirring of the solution was continued for a further ˜48 hours. The reaction mixture was then passed through a D-frit (˜10-20 microns) to separate any solid 1,1′-(butane-1,4-diyl)bis(1-methylpiperidin-1-ium) bromide impurity. An... Reaction SMILES: [CH3:1][N:2]1[CH2:7][CH2:6][CH2:5][CH2:4][CH2:3]1.[Br:8][CH2:9][CH2:10][CH2:11][CH2:12]Br>CN(C)C=O>[Br-:8].[Br:8][CH2:9][CH2:10][CH2:11][CH2:12][N+:2]1([CH3:1])[CH2:7][CH2:6][CH2:5][CH2:4][CH2:3]1 |f:3.4|. Reaction conditions: time 48 hour. Solvent: CN(C=O)C (dimethylformamide), CN(C=O)C (dimethylformamide).